This data is from the Open Reaction Database (ORD), a public repository of structured organic reaction records. The task is: describe an organic reaction: reactants, conditions, products, and yield The reactants are CC(CN1C(N(C2=NC(=CC=C21)C=2CC1C(CNC1)C2)C)=O)(C)C (1-(2,2-Dimethylpropyl)-5-(1,2,3,3a,4,6a-hexahydrocyclopenta[c]pyrrol-5-yl)-3-methyl-1,3-dihydro-2H-imidazo[4,5-b]pyridin-2-one), CCN(C(C)C)C(C)C (DIPEA), C(C)(=O)Cl (acetyl chloride). Run in C(Cl)Cl (methylene chloride). Run at time 5 minute. Yields the product C(C)(=O)N1CC2C(C1)CC(=C2)C2=CC=C1C(=N2)N(C(N1CC(C)(C)C)=O)C (5-(2-Acetyl-1,2,3,3a,4,6a-hexahydrocyclopenta[c]pyrrol-5-yl)-1-(2,2-dimethylpropyl)-3-methyl-1,3-dihydro-2H-imidazo[4,5-b]pyridin-2-one). Reaction SMILES: [CH3:1][C:2]([CH3:24])([CH3:23])[CH2:3][N:4]1[C:12]2[C:7](=[N:8][C:9]([C:13]3[CH2:14][CH:15]4[CH2:19][NH:18][CH2:17][CH:16]4[CH:20]=3)=[CH:10][CH:11]=2)[N:6]([CH3:21])[C:5]1=[O:22].CCN(C(C)C)C(C)C.[C:34](Cl)(=[O:36])[CH3:35]>C(Cl)Cl>[C:34]([N:18]1[CH2:17][CH:16]2[CH2:20][C:13]([C:9]3[N:8]=[C:7]4[N:6]([CH3:21])[C:5](=[O:22])[N:4]([CH2:3][C:2]([CH3:24])([CH3:23])[CH3:1])[C:12]4=[CH:11][CH:10]=3)=[CH:14][CH:15]2[CH2:19]1)(=[O:36])[CH3:35]. Procedure: 1-(2,2-Dimethylpropyl)-5-(1,2,3,3a,4,6a-hexahydrocyclopenta[c]pyrrol-5-yl)-3-methyl-1,3-dihydro-2H-imidazo[4,5-b]pyridin-2-one (8-4, 100 mg, 0.30 mmol, 1.0 equiv), and DIPEA (0.16 mL, 0.91 mmol, 3.0 equiv) were added to anhydrous methylene chloride (3 mL) Stirred for 5 min and acetyl chloride (26.5 mg, 0.33 mmol, 1.1 equiv) was added. After stirring for 10 min at room temperature, LCMS showed consumption of starting material. Purification by reverse-phase HPLC (20-100% CH3CN:0.1% TFA in H2O) pro...